Dataset: the Open Reaction Database (ORD), a public repository of structured organic reaction records. Task: describe an organic reaction: reactants, conditions, products, and yield Reactants: C[O-], CO, C[N+](=O)[O-], [Na+], O=Cc1ccc(Oc2ccccc2)cc1. The product is [Na+], O=[N+]([O-])CC([O-])c1ccc(Oc2ccccc2)cc1. As a reaction SMILES: [CH3:16][O-:17].[CH3:23][OH:24].[N+:19](=[O:20])([O-:21])[CH3:22].[Na+:18].[O:1]([c:2]1[cH:3][cH:4][cH:5][cH:6][cH:7]1)[c:8]1[cH:9][cH:10][c:11]([CH:12]=[O:13])[cH:14][cH:15]1>>[Na+:18].[O:1]([c:2]1[cH:3][cH:4][cH:5][cH:6][cH:7]1)[c:8]1[cH:9][cH:10][c:11]([CH:12]([O-:13])[CH2:22][N+:19](=[O:20])[O-:21])[cH:14][cH:15]1.